This data is from the Open Reaction Database (ORD), a public repository of structured organic reaction records. The task is: describe an organic reaction: reactants, conditions, products, and yield Reactants: CCCP1(=O)OP(=O)(CCC)OP(=O)(CCC)O1, CCOC(C)=O, Cl, C[Si](C)(C)CCOCn1nc(C=O)c2ccc([N+](=O)[O-])cc21, O=Cc1n[nH]c2cc([N+](=O)[O-])ccc12, NO, [Na+], O=C([O-])O, CN(C)C=O. Yields the product C[Si](C)(C)CCOCn1nc(C#N)c2ccc([N+](=O)[O-])cc21. RXN SMILES: [CH2:40]([P:41]1(=[O:42])[O:43][P:44](=[O:45])([CH2:46][CH2:47][CH3:48])[O:49][P:50](=[O:51])([CH2:52][CH2:53][CH3:54])[O:55]1)[CH2:56][CH3:57].[CH3:68][CH2:69][O:70][C:71]([CH3:72])=[O:73].[ClH:37].[N+:1](=[O:2])([O-:3])[c:4]1[cH:5][cH:6][c:7]2[c:8]([CH:21]=[O:22])[n:9][n:10]([CH2:13][O:14][CH2:15][CH2:16][Si:17]([CH3:18])([CH3:19])[CH3:20])[c:11]2[cH:12]1.[N+:23]([c:24]1[cH:25][c:26]2[c:27]([c:28]([CH:29]=[O:30])[n:31][nH:32]2)[cH:33][cH:34]1)([O-:35])=[O:36].[NH2:38][OH:39].[Na+:62].[O-:58][C:59]([OH:60])=[O:61].[O:63]=[CH:64][N:65]([CH3:66])[CH3:67]>>[N+:1](=[O:2])([O-:3])[c:4]1[cH:5][cH:6][c:7]2[c:8]([C:21]#[N:23])[n:9][n:10]([CH2:13][O:14][CH2:15][CH2:16][Si:17]([CH3:18])([CH3:19])[CH3:20])[c:11]2[cH:12]1. Starting materials: [BH4-], CO, O=[N+]([O-])C=Cc1ccc(Oc2ccccc2)cc1, [Na+], O. The product is O=[N+]([O-])CCc1ccc(Oc2ccccc2)cc1. Reaction SMILES: [BH4-:19].[CH3:22][OH:23].[N+:1](=[O:2])([O-:3])[CH:4]=[CH:5][c:6]1[cH:7][cH:8][c:9]([O:12][c:13]2[cH:14][cH:15][cH:16][cH:17][cH:18]2)[cH:10][cH:11]1.[Na+:20].[OH2:21]>>[N+:1](=[O:2])([O-:3])[CH2:4][CH2:5][c:6]1[cH:7][cH:8][c:9]([O:12][c:13]2[cH:14][cH:15][cH:16][cH:17][cH:18]2)[cH:10][cH:11]1. Starting materials: [OH-].[K+] (potassium hydroxide), C(C1=CC=CC=C1)C(C(=O)OCC)(C(=O)OCC)CSC (diethyl 2-benzyl-2-(methylthiomethyl)malonate), CO (methanol), Cl (hydrochloric acid). Run in O (water). Run at temperature 100 celsius, time 4 hour. Product: C(C1=CC=CC=C1)C(C(=O)O)(C(=O)O)CSC (2-benzyl-2-(methylthiomethyl)malonic acid). Isolated yield 71.7%. Reaction SMILES: [OH-].[K+].[CH2:3]([C:10]([CH2:21][S:22][CH3:23])([C:16]([O:18]CC)=[O:17])[C:11]([O:13]CC)=[O:12])[C:4]1[CH:9]=[CH:8][CH:7]=[CH:6][CH:5]=1.CO.Cl>O>[CH2:3]([C:10]([CH2:21][S:22][CH3:23])([C:11]([OH:13])=[O:12])[C:16]([OH:18])=[O:17])[C:4]1[CH:5]=[CH:6][CH:7]=[CH:8][CH:9]=1 |f:0.1|. Procedure details: Powdered potassium hydroxide (4.8 g, 86 mmol, 5.0 equiv) was added to a stirred solution of diethyl 2-benzyl-2-(methylthiomethyl)malonate (5.3 g, 17 mmol, 1.0 equiv) in 3:1 methanol:water (28 mL) at 23° C. The resulting pale yellow suspension was heated to 100° C. and stirred for 4 h. The cooled reaction mixture was acidified to pH≈9 with concentrated hydrochloric acid and washed with diethyl ether (4×50 mL). The aqueous layer was acidified to pH≈1 with concentrated hydrochloric acid and extract...